describe an organic reaction: reactants, conditions, products, and yield From a dataset of the Open Reaction Database (ORD), a public repository of structured organic reaction records. The reactants are Cc1ccccc1, CC(C)c1onc(CCc2c(Cl)cccc2Cl)c1CO, CC(C)OC(=O)N=NC(=O)OC(C)C, CCOC(=O)c1cccc2cc(-c3ccc(O)cc3)ccc12, c1ccc(P(c2ccccc2)c2ccccc2)cc1. The product is CCOC(=O)c1cccc2cc(-c3ccc(OCc4c(CCc5c(Cl)cccc5Cl)noc4C(C)C)cc3)ccc12. Reaction SMILES: [CH3:76][c:77]1[cH:78][cH:79][cH:80][cH:81][cH:82]1.[Cl:1][c:2]1[c:3]([CH2:9][CH2:10][c:11]2[n:12][o:13][c:14]([CH:18]([CH3:19])[CH3:20])[c:15]2[CH2:16][OH:17])[c:4]([Cl:8])[cH:5][cH:6][cH:7]1.[O:62]=[C:63]([O:64][CH:65]([CH3:66])[CH3:67])[N:68]=[N:69][C:70]([O:71][CH:72]([CH3:73])[CH3:74])=[O:75].[OH:21][c:22]1[cH:23][cH:24][c:25](-[c:28]2[cH:29][c:30]3[cH:31][cH:32][cH:33][c:34]([C:38](=[O:39])[O:40][CH2:41][CH3:42])[c:35]3[cH:36][cH:37]2)[cH:26][cH:27]1.[c:43]1([P:44]([c:45]2[cH:46][cH:47][cH:48][cH:49][cH:50]2)[c:51]2[cH:52][cH:53][cH:54][cH:55][cH:56]2)[cH:57][cH:58][cH:59][cH:60][cH:61]1>>[Cl:1][c:2]1[c:3]([CH2:9][CH2:10][c:11]2[n:12][o:13][c:14]([CH:18]([CH3:19])[CH3:20])[c:15]2[CH2:16][O:17][c:22]2[cH:23][cH:24][c:25](-[c:28]3[cH:29][c:30]4[cH:31][cH:32][cH:33][c:34]([C:38](=[O:39])[O:40][CH2:41][CH3:42])[c:35]4[cH:36][cH:37]3)[cH:26][cH:27]2)[c:4]([Cl:8])[cH:5][cH:6][cH:7]1. Product: CN1C=NC(=C1)S(=O)(=O)N1[C@H]2[C@@H](C[C@@H](C1)CC2)C(=O)O ((1R*,4S*,6R*)-2-[(1-Methyl-1H-imidazol-4-yl)sulfonyl]-2-azabicyclo[2.2.2]octane-6-carboxylic Acid). As a reaction SMILES: I.[CH:2]12[CH2:13][CH2:12][CH:5]([CH2:6][CH:7]1[C:8]([O:10]C)=[O:9])[CH2:4][NH:3]2.[CH3:14][N:15]1[CH:19]=[C:18]([S:20](Cl)(=[O:22])=[O:21])[N:17]=[CH:16]1>>[CH3:14][N:15]1[CH:19]=[C:18]([S:20]([N:3]2[CH2:4][C@H:5]3[CH2:12][CH2:13][C@@H:2]2[C@H:7]([C:8]([OH:10])=[O:9])[CH2:6]3)(=[O:22])=[O:21])[N:17]=[CH:16]1 |f:0.1|. Procedure details: The title compound was synthesized as in Production Example 1, using methyl 2-azabicyclo[2.2.2]octane-6-carboxylate hydroiodide and 1-methyl-1H-imidazole-4-sulfonyl chloride as the raw material. The reactants are I.C12NCC(CC1C(=O)OC)CC2 (methyl 2-azabicyclo[2.2.2]octane-6-carboxylate hydroiodide), CN1C=NC(=C1)S(=O)(=O)Cl (1-methyl-1H-imidazole-4-sulfonyl chloride), raw material.